Task: describe an organic reaction: reactants, conditions, products, and yield. Dataset: the Open Reaction Database (ORD), a public repository of structured organic reaction records Starting materials: COCCOC (DME), Si-Thiol, BrC=1C(=NC=C(C(=O)NC2=CC=C(C=C2)OC(F)(F)F)C1)N1C[C@](CC1)(C)O ((R)-5-Bromo-6-(3-hydroxy-3-methylpyrrolidin-1-yl)-N-(4-(trifluoromethoxy)phenyl)nicotinamide), N1=CN=CC(=C1)B(O)O (pyrimidin-5-ylboronic acid), C(=O)([O-])[O-].[Na+].[Na+] (Na2CO3). Reagents/catalysts: Cl[Pd]([P](C1=CC=CC=C1)(C2=CC=CC=C2)C3=CC=CC=C3)([P](C4=CC=CC=C4)(C5=CC=CC=C5)C6=CC=CC=C6)Cl (Pd(PPh3)2Cl2). The solvent is CCO (EtOH), O (water). Product: O[C@]1(CN(CC1)C1=NC=C(C(=O)NC2=CC=C(C=C2)OC(F)(F)F)C=C1C=1C=NC=NC1)C ((R)-6-(3-Hydroxy-3-methylpyrrolidin-1-yl)-5-(pyrimidin-5-yl)-N-(4-(trifluoromethoxy)phenyl)nicotinamide). Reaction SMILES: Br[C:2]1[C:3]([N:22]2[CH2:26][CH2:25][C@:24]([OH:28])([CH3:27])[CH2:23]2)=[N:4][CH:5]=[C:6]([CH:21]=1)[C:7]([NH:9][C:10]1[CH:15]=[CH:14][C:13]([O:16][C:17]([F:20])([F:19])[F:18])=[CH:12][CH:11]=1)=[O:8].[N:29]1[CH:34]=[C:33](B(O)O)[CH:32]=[N:31][CH:30]=1.C([O-])([O-])=O.[Na+].[Na+].COCCOC>Cl[Pd](Cl)([P](C1C=CC=CC=1)(C1C=CC=CC=1)C1C=CC=CC=1)[P](C1C=CC=CC=1)(C1C=CC=CC=1)C1C=CC=CC=1.CCO.O>[OH:28][C@:24]1([CH3:27])[CH2:25][CH2:26][N:22]([C:3]2[C:2]([C:33]3[CH:34]=[N:29][CH:30]=[N:31][CH:32]=3)=[CH:21][C:6]([C:7]([NH:9][C:10]3[CH:15]=[CH:14][C:13]([O:16][C:17]([F:20])([F:19])[F:18])=[CH:12][CH:11]=3)=[O:8])=[CH:5][N:4]=2)[CH2:23]1 |f:2.3.4,^1:52,71|. Reported procedure: (R)-5-Bromo-6-(3-hydroxy-3-methylpyrrolidin-1-yl)-N-(4-(trifluoromethoxy)phenyl)nicotinamide (Stage 66.1, 60 mg, 0.130 mmol), pyrimidin-5-ylboronic acid (32.3 mg, 0.261 mmol), Pd(PPh3)2Cl2 (9.15 mg, 0.013 mmol) and Na2CO3 (41.5 mg, 0.391 mmol) were added to a MW vial and treated with a mixture of DME (553 μL), water (158 μL) and EtOH (79 μL). The vial was sealed, evacuated/purged with argon and subjected to MW irradiation at 120° C. for 10 min. The RM was diluted with DME (2 mL), treated with Si... Starting materials: IC=1C=C2/C(/C(NC(C2=CC1)=O)=O)=C/NC1=CC=C(C=C1)C1CCN(CC1)C ((4Z)-6-Iodo-4-({[4-(1-methylpiperidin-4-yl)phenyl]amino}methylene)isoquinoline-1,3(2H,4H)-dione), BrC=1C=C2C(C(NC(C2=CC1)=O)=O)=CNC1=CC=C(C=C1)N1CC(NC(C1)C)C (6-bromo-4-({[4-(3,5-dimethylpiperazin-1-yl)phenyl]amino}methylene)isoquinoline-1,3(2H,4H)-dione). Product: IC=1C=C2\C(\C(NC(C2=CC1)=O)=O)=C/OC ((4E)-6-iodo-4-(methoxymethylene)isoquinoline-1,3(2H,4H)-dione), CC1CN(CC(N1)C)C1=CC=C(C=C1)N ([4-(3,5-dimethylpiperazin-1-yl)phenyl]amine). RXN SMILES: [I:1][C:2]1[CH:3]=[C:4]2[C:9](=[CH:10][CH:11]=1)[C:8](=[O:12])[NH:7][C:6](=[O:13])/[C:5]/2=[CH:14]\NC1C=CC(C2CCN(C)CC2)=CC=1.BrC1C=C2C(=CC=1)[C:36](=[O:40])NC(=O)C2=C[NH:43][C:44]1[CH:49]=[CH:48][C:47]([N:50]2[CH2:55][CH:54]([CH3:56])[NH:53][CH:52]([CH3:57])[CH2:51]2)=[CH:46][CH:45]=1>>[I:1][C:2]1[CH:3]=[C:4]2[C:9](=[CH:10][CH:11]=1)[C:8](=[O:12])[NH:7][C:6](=[O:13])/[C:5]/2=[CH:14]/[O:40][CH3:36].[CH3:56][CH:54]1[NH:53][CH:52]([CH3:57])[CH2:51][N:50]([C:47]2[CH:48]=[CH:49][C:44]([NH2:43])=[CH:45][CH:46]=2)[CH2:55]1. Procedure details: Using the procedure described for the preparation of 4Z)-6-bromo-4-({[4-(3,5-dimethylpiperazin-1-yl)phenyl]amino}methylene)isoquinoline-1,3(2H,4H)-dione, after purified from HPLC, 0.064 g (53.4% yield) of light brown solid is obtained from 0.082 g (0.25 mmol) of (4E)-6-iodo-4-(methoxymethylene)isoquinoline-1,3(2H,4H)-dione and [4-(3,5-dimethylpiperazin-1-yl)phenyl]amine (0.048 g, 0.25 mmol): mp 215-216° C.; MS (ESI) m/z 488.1 (M+H)+1 Starting materials: Br, Br, Cc1ccc(NS(=O)(=O)Cc2ccccc2)c(=O)n1CC(=O)O, NCC1CCc2nc(N)sc2C1. Product: Cc1ccc(NS(=O)(=O)Cc2ccccc2)c(=O)n1CC(=O)NCC1CCc2nc(N)sc2C1. Reaction SMILES: [BrH:24].[BrH:25].[CH2:1]([c:2]1[cH:3][cH:4][cH:5][cH:6][cH:7]1)[S:8](=[O:9])(=[O:10])[NH:11][c:12]1[c:13](=[O:23])[n:14]([CH2:19][C:20](=[O:21])[OH:22])[c:15]([CH3:18])[cH:16][cH:17]1.[NH2:26][CH2:27][CH:28]1[CH2:29][c:30]2[c:31]([n:32][c:33]([NH2:35])[s:34]2)[CH2:36][CH2:37]1>>[CH2:1]([c:2]1[cH:3][cH:4][cH:5][cH:6][cH:7]1)[S:8](=[O:9])(=[O:10])[NH:11][c:12]1[c:13](=[O:23])[n:14]([CH2:19][C:20](=[O:21])[NH:26][CH2:27][CH:28]2[CH2:29][c:30]3[c:31]([n:32][c:33]([NH2:35])[s:34]3)[CH2:36][CH2:37]2)[c:15]([CH3:18])[cH:16][cH:17]1. Reactants: O=C1CCC(=O)N1Br, c1ccc(CCc2cn3c(n2)-c2ccccc2Nc2ncccc2-3)cc1, C1CCOC1. Product: Brc1c(CCc2ccccc2)nc2n1-c1cccnc1Nc1ccccc1-2. Reaction SMILES: [Br:27][N:28]1[C:29](=[O:30])[CH2:31][CH2:32][C:33]1=[O:34].[CH2:1]([CH2:2][c:3]1[cH:4][cH:5][cH:6][cH:7][cH:8]1)[c:9]1[n:10][c:11]2[n:12]([cH:26]1)-[c:13]1[c:14]([n:22][cH:23][cH:24][cH:25]1)[NH:15][c:16]1[c:17]-2[cH:18][cH:19][cH:20][cH:21]1.[CH2:35]1[O:36][CH2:37][CH2:38][CH2:39]1>>[CH2:1]([CH2:2][c:3]1[cH:4][cH:5][cH:6][cH:7][cH:8]1)[c:9]1[n:10][c:11]2[n:12]([c:26]1[Br:27])-[c:13]1[c:14]([n:22][cH:23][cH:24][cH:25]1)[NH:15][c:16]1[c:17]-2[cH:18][cH:19][cH:20][cH:21]1. The reactants are [N+](=O)([O-])C1=CC=CC=2N(C=NC21)C2=CC=C(C#N)C=C2 (4-(4-nitro-1H-benzimidazol-1-yl)benzonitrile). Reagents/catalysts: [Pd] (Pd/C). Solvent: C(C)O (ethanol). Reaction conditions: time 26 hour. Yields the product NC1=CC=CC=2N(C=NC21)C2=CC=C(C#N)C=C2 (4-(4-amino-1H-benzimidazol-1-yl)benzonitrile). Yield: 42.3%. Reaction SMILES: [N+:1]([C:4]1[C:12]2[N:11]=[CH:10][N:9]([C:13]3[CH:20]=[CH:19][C:16]([C:17]#[N:18])=[CH:15][CH:14]=3)[C:8]=2[CH:7]=[CH:6][CH:5]=1)([O-])=O>C(O)C.[Pd]>[NH2:1][C:4]1[C:12]2[N:11]=[CH:10][N:9]([C:13]3[CH:20]=[CH:19][C:16]([C:17]#[N:18])=[CH:15][CH:14]=3)[C:8]=2[CH:7]=[CH:6][CH:5]=1. Reported procedure: To a stirred solution of 4-(4-nitro-1H-benzimidazol-1-yl)benzonitrile (1.2 g, 4.54 mmol) in ethanol (100 mL) at rt was added Pd/C 10% (96 mg) in one portion and the mixture was stirred under a hydrogen atmosphere at normal pressure for 26 h. The suspension was filtered, and the solution was evaporated. Purification of the residue by flash chromatography yielded 4-(4-amino-1H-benzimidazol-1-yl)benzonitrile (0.45 g, 42.3%). Starting materials: Br, C1COCCO1, [Cu]Br, Nc1ccc(F)c(-c2ncc(F)cc2F)c1, O=N[O-], N, [Na+], [Na+], [OH-], O. RXN SMILES: [BrH:24].[CH2:28]1[O:29][CH2:30][CH2:31][O:32][CH2:33]1.[Cu:26][Br:27].[F:1][c:2]1[c:3](-[c:9]2[cH:10][c:11]([NH2:16])[cH:12][cH:13][c:14]2[F:15])[n:4][cH:5][c:6]([F:8])[cH:7]1.[N:17]([O-:18])=[O:19].[NH3:23].[Na+:20].[Na+:22].[OH-:21].[OH2:25]>>[F:1][c:2]1[c:3](-[c:9]2[cH:10][c:11]([Br:24])[cH:12][cH:13][c:14]2[F:15])[n:4][cH:5][c:6]([F:8])[cH:7]1. Yields the product Fc1cnc(-c2cc(Br)ccc2F)c(F)c1. Reactants: CCOC(=O)c1ccc(NC(=O)OC(C)(C)C)nn1, BrCc1cc(Br)ccc1OCc1ccccc1, CCOCC, [H-], [Na+], CN(C)C=O. Product: CCOC(=O)c1ccc(N(Cc2cc(Br)ccc2OCc2ccccc2)C(=O)OC(C)(C)C)nn1. Reaction SMILES: [C:1]([CH3:2])([CH3:3])([CH3:4])[O:5][C:6](=[O:7])[NH:8][c:9]1[cH:10][cH:11][c:12]([C:15](=[O:16])[O:17][CH2:18][CH3:19])[n:13][n:14]1.[CH2:20]([c:21]1[cH:22][cH:23][cH:24][cH:25][cH:26]1)[O:27][c:28]1[c:29]([CH2:35][Br:36])[cH:30][c:31]([Br:34])[cH:32][cH:33]1.[CH3:44][CH2:45][O:46][CH2:47][CH3:48].[H-:37].[Na+:38].[O:39]=[CH:40][N:41]([CH3:42])[CH3:43]>>[C:1]([CH3:2])([CH3:3])([CH3:4])[O:5][C:6](=[O:7])[N:8]([c:9]1[cH:10][cH:11][c:12]([C:15](=[O:16])[O:17][CH2:18][CH3:19])[n:13][n:14]1)[CH2:35][c:29]1[c:28]([O:27][CH2:20][c:21]2[cH:22][cH:23][cH:24][cH:25][cH:26]2)[cH:33][cH:32][c:31]([Br:34])[cH:30]1.